From a dataset of the Open Reaction Database (ORD), a public repository of structured organic reaction records. describe an organic reaction: reactants, conditions, products, and yield Reactants: N(=O)[O-].[Na+] (sodium nitrite), C(C)(=O)C1=CC(=C(C=C1)C1=CC=C(C=C1)OC)N (4-acetyl-2-amino-4'-methoxybiphenyl), B(F)(F)F.F (hydrofluoroboric acid). Run in O (water), O1CCCC1 (tetrahydrofuran), O (water). Run at temperature 70 celsius, time 20 minute. Product: C(C)(=O)C1=CC(=C(C=C1)C1=CC=C(C=C1)OC)F (4-acetyl-2-fluoro-4'-methoxybiphenyl), intermediate C. RXN SMILES: [C:1]([C:4]1[CH:9]=[CH:8][C:7]([C:10]2[CH:15]=[CH:14][C:13]([O:16][CH3:17])=[CH:12][CH:11]=2)=[C:6](N)[CH:5]=1)(=[O:3])[CH3:2].B(F)(F)[F:20].F.N([O-])=O.[Na+]>O1CCCC1.O>[C:1]([C:4]1[CH:9]=[CH:8][C:7]([C:10]2[CH:15]=[CH:14][C:13]([O:16][CH3:17])=[CH:12][CH:11]=2)=[C:6]([F:20])[CH:5]=1)(=[O:3])[CH3:2] |f:1.2,3.4|. Procedure: To a stirred solution of intermediate B (8.8 g.) in a mixture of tetrahydrofuran (28 ml.), water (9.5 ml.) and hydrofluoroboric acid (38.5 ml. of 42% w/v acid) was slowly added a solution of sodium nitrite (2.7 g.) in water (4.5 ml.) whilst maintaining the temperature of the reaction mixture below 5°C. The mixture was then stirred for a further period of 20 minutes at 0° - 5°C. The resulting diazonium fluoroborate was collected by filtration, washed with hydrofluoroboric acid (20 ml. of 10% w/v ... The reactants are CC[SiH](CC)CC, COc1ccc(CSC2CC(COc3ccccc3)N(S(C)(=O)=O)C2)cc1. Yields the product CS(=O)(=O)N1CC(S)CC1COc1ccccc1. RXN SMILES: [CH2:28]([SiH:29]([CH2:30][CH3:31])[CH2:32][CH3:33])[CH3:34].[CH3:1][S:2](=[O:3])(=[O:4])[N:5]1[CH:6]([CH2:20][O:21][c:22]2[cH:23][cH:24][cH:25][cH:26][cH:27]2)[CH2:7][CH:8]([S:10][CH2:11][c:12]2[cH:13][cH:14][c:15]([O:16][CH3:17])[cH:18][cH:19]2)[CH2:9]1>>[CH3:1][S:2](=[O:3])(=[O:4])[N:5]1[CH:6]([CH2:20][O:21][c:22]2[cH:23][cH:24][cH:25][cH:26][cH:27]2)[CH2:7][CH:8]([SH:10])[CH2:9]1. Reactants: CC(C(=O)O)n1cc(Br)cn1, CO, O=S(=O)(O)O. Yields the product COC(=O)C(C)n1cc(Br)cn1. RXN SMILES: [Br:1][c:2]1[cH:3][n:4][n:5]([CH:7]([C:8](=[O:9])[OH:10])[CH3:11])[cH:6]1.[CH3:17][OH:18].[S:12](=[O:13])(=[O:14])([OH:15])[OH:16]>>[Br:1][c:2]1[cH:3][n:4][n:5]([CH:7]([C:8](=[O:9])[O:10][CH3:17])[CH3:11])[cH:6]1. Procedure details: Methyl 2-(3-({N-(4-(2-pyridylamino)but-1-yl)carbamoyl}methyl)-1H,2H,4H,5H-benzo[d]azepin-1-yl)acetate was dissolved in MeOH (0.1M) followed by addition of 1N NaOH (5 eq). After stirring overnight, 1N HCl (5 eq) was added, and the solution was concentrated in vacuo. Flash chromatography (10% MeOH/CHCl3) afforded a colorless solid. EI-MS m/z 411 (M+H)+; 1H NMR (400 MHz; D2O): 7.50 (2H, m), 6.93 (4H, m), 6.62 (1H, d, J=8.9 Hz), 6.51 (1H, t, J=6.7 Hz), 3.23 (1H, m), 3.01 (6H, m), 2.75 (2H, br), 2.57... The product is N1=C(C=CC=C1)NCCCCNC(=O)CN1CC(C2=C(CC1)C=CC=C2)CC(=O)O (2-(3-({N-(4-(2-pyridylamino)but-1-yl) carbamoyl}methyl)-1H,2H,4H,5H-benzo[d]azepin-1-yl) acetic acid). RXN SMILES: [N:1]1[CH:6]=[CH:5][CH:4]=[CH:3][C:2]=1[NH:7][CH2:8][CH2:9][CH2:10][CH2:11][NH:12][C:13]([CH2:15][N:16]1[CH2:22][CH2:21][C:20]2[CH:23]=[CH:24][CH:25]=[CH:26][C:19]=2[CH:18]([CH2:27][C:28]([O:30]C)=[O:29])[CH2:17]1)=[O:14].[OH-].[Na+].Cl>CO>[N:1]1[CH:6]=[CH:5][CH:4]=[CH:3][C:2]=1[NH:7][CH2:8][CH2:9][CH2:10][CH2:11][NH:12][C:13]([CH2:15][N:16]1[CH2:22][CH2:21][C:20]2[CH:23]=[CH:24][CH:25]=[CH:26][C:19]=2[CH:18]([CH2:27][C:28]([OH:30])=[O:29])[CH2:17]1)=[O:14] |f:1.2|. Run in CO (MeOH). Starting materials: [OH-].[Na+] (NaOH), N1=C(C=CC=C1)NCCCCNC(=O)CN1CC(C2=C(CC1)C=CC=C2)CC(=O)OC (Methyl 2-(3-({N-(4-(2-pyridylamino)but-1-yl)carbamoyl}methyl)-1H,2H,4H,5H-benzo[d]azepin-1-yl)acetate), Cl (HCl). Run at time 8 hour. The product is CN(CC(CC=O)c1ccc(F)cc1)C(=O)c1cc(C#N)cc2ccccc12. As a reaction SMILES: [C:1](#[N:2])[c:3]1[cH:4][c:5]([C:13](=[O:14])[N:15]([CH3:16])[CH2:17][CH:18]([CH2:19][CH:20]=[CH2:21])[c:22]2[cH:23][cH:24][c:25]([F:28])[cH:26][cH:27]2)[c:6]2[cH:7][cH:8][cH:9][cH:10][c:11]2[cH:12]1.[F:29][c:30]1[cH:31][cH:32][c:33]([CH:34]([CH2:35][CH:36]=[CH2:37])[CH2:38][N:39]([CH3:40])[C:41]([c:42]2[cH:43][c:44]([C:45]([F:46])([F:47])[F:48])[cH:49][c:50]([C:51]([F:52])([F:53])[F:55])[cH:56]2)=[O:54])[cH:57][cH:58]1>>[C:1](#[N:2])[c:3]1[cH:4][c:5]([C:13](=[O:14])[N:15]([CH3:16])[CH2:17][CH:18]([CH2:19][CH:20]=[O:54])[c:22]2[cH:23][cH:24][c:25]([F:28])[cH:26][cH:27]2)[c:6]2[cH:7][cH:8][cH:9][cH:10][c:11]2[cH:12]1. The reactants are C=CCC(CN(C)C(=O)c1cc(C#N)cc2ccccc12)c1ccc(F)cc1, C=CCC(CN(C)C(=O)c1cc(C(F)(F)F)cc(C(F)(F)F)c1)c1ccc(F)cc1. Starting materials: CC(C)([O-])C.[Na+] (Sodium tert-butoxide), ClC1=NC=2N3C(CNC2C(=N1)C)COCC3 (2-chloro-4-methyl-5,6,6a,7,9,10-hexahydro-[1,4]oxazino[3,4-h]pteridine), BrCC1CC1 ((bromomethyl)cyclopropane). The solvent is CS(=O)C (DMSO). Conditions: time 8 hour. Yields the product ClC1=NC=2N3C(CN(C2C(=N1)C)CC1CC1)COCC3 (2-chloro-5-(cyclopropylmethyl)-4-methyl-5,6,6a,7,9,10-hexahydro-[1,4]oxazino[3,4-h]pteridine). Isolated yield 18.4%. RXN SMILES: [Cl:1][C:2]1[N:11]=[C:10]([CH3:12])[C:9]2[NH:8][CH2:7][CH:6]3[CH2:13][O:14][CH2:15][CH2:16][N:5]3[C:4]=2[N:3]=1.[CH3:17][C:18]([CH3:21])([O-])[CH3:19].[Na+].BrCC1CC1>CS(C)=O>[Cl:1][C:2]1[N:11]=[C:10]([CH3:12])[C:9]2[N:8]([CH2:17][CH:18]3[CH2:21][CH2:19]3)[CH2:7][CH:6]3[CH2:13][O:14][CH2:15][CH2:16][N:5]3[C:4]=2[N:3]=1 |f:1.2|. Reported procedure: To a round-bottom flask was added 2-chloro-4-methyl-5,6,6a,7,9,10-hexahydro-[1,4]oxazino[3,4-h]pteridine (PREPARATION x20, 248 mg, 1.030 mmol) in DMSO (4 mL). Sodium tert-butoxide (119 mg, 1.236 mmol) was added, followed by (bromomethyl)cyclopropane (0.105 mL, 1.082 mmol), and the reaction mixture was stirred overnight at room temperature. The mixture was subsequently filtered and the filtrate was purified by preparatory HPLC using a gradient of 25-50% CH3CN (with 0.035% TFA) in H2O (with 0.05% ... Starting materials: [N+](=O)(O)[O-] (nitric acid), NC1=NC=C(C(=N1)N)CC=1C=C2C(=CC=NC2=CC1)C (2,4-Diamino-5-(4-methyl-6-quinolylmethyl)pyrimidine), ice, [OH-].[NH4+] (ammonium hydroxide). The solvent is S(O)(O)(=O)=O (sulfuric acid), S(O)(O)(=O)=O (sulfuric acid). Conditions: time 30 minute. Yields the product NC1=NC=C(C(=N1)N)CC=1C=C2C(=CC=NC2=C(C1)[N+](=O)[O-])C (2,4-Diamino-5-(4-methyl-8-nitro-6-quinolylmethyl)pyrimidine). The yield is 53.2%. Reaction SMILES: [NH2:1][C:2]1[N:7]=[C:6]([NH2:8])[C:5]([CH2:9][C:10]2[CH:11]=[C:12]3[C:17](=[CH:18][CH:19]=2)[N:16]=[CH:15][CH:14]=[C:13]3[CH3:20])=[CH:4][N:3]=1.[N+:21]([O-])([OH:23])=[O:22].[OH-].[NH4+]>S(=O)(=O)(O)O>[NH2:1][C:2]1[N:7]=[C:6]([NH2:8])[C:5]([CH2:9][C:10]2[CH:11]=[C:12]3[C:17](=[C:18]([N+:21]([O-:23])=[O:22])[CH:19]=2)[N:16]=[CH:15][CH:14]=[C:13]3[CH3:20])=[CH:4][N:3]=1 |f:2.3|. Procedure details: The product of Example 11 (0.53 g, 2 mmol) was dissolved in 7 ml of concentrated sulfuric acid, and chilled to 0°. Then 0.3 ml (6.4 mmol) of fuming nitric acid (d=1.5) in 0.5 ml of concentrated sulfuric acid was added dropwise to the solution. The reaction was stirred at 0°-5° for 30 minutes, then at 25° for 1 hour. It was then poured onto 50 ml of ice and neutralised to pH 9 with concentrated ammonium hydroxide. The precipitate which formed was filtered and dried, and then purified on a silica ... Starting materials: S1C(=CC=C1)CC#N (2-thienyl acetonitrile), BrCCBr (1,2-dibromoethane). Product: S1C(=CC=C1)C1(CC1)CN ((1-Thien-2-ylcyclopropyl)methylamine). RXN SMILES: [S:1]1[CH:5]=[CH:4][CH:3]=[C:2]1[CH2:6][C:7]#[N:8].Br[CH2:10][CH2:11]Br>>[S:1]1[CH:5]=[CH:4][CH:3]=[C:2]1[C:6]1([CH2:7][NH2:8])[CH2:11][CH2:10]1. Reported procedure: (1-Thien-2-ylcyclopropyl)methylamine is prepared from 2-thienyl acetonitrile and 1,2-dibromoethane as described in Example 1 in 57% overall yield.